Dataset: the Open Reaction Database (ORD), a public repository of structured organic reaction records. Task: describe an organic reaction: reactants, conditions, products, and yield The reactants are Pd on-carbon, N([C@@H](CCCNC(N)=N)C(=O)N[C@@H](CCCNC(N)=N)C(=O)N1[C@H](C(=O)N[C@@H](CC2=CC=CC=C2)C(=O)N[C@@H](CC2=CNC=N2)C(=O)N[C@@H](CC(C)C)[C@@H](O)CC(=O)N(C)CC(=O)N[C@@H](CC2=CNC=N2)C(=O)N[C@@H](CCCCNC(=O)OC(C)(C)C)C(=O)OC)CCC1)C(=O)OCC1=CC=CC=C1 (Z-Arg-Arg-Pro-Phe-His-Sta-Sar-His-Lys(Boc)-OMe), [H][H] (hydrogen). Run in CO (MeOH). The product is N[C@@H](CCCNC(N)=N)C(=O)N[C@@H](CCCNC(N)=N)C(=O)N1[C@H](C(=O)N[C@@H](CC2=CC=CC=C2)C(=O)N[C@@H](CC2=CNC=N2)C(=O)N[C@@H](CC(C)C)[C@@H](O)CC(=O)N(C)CC(=O)N[C@@H](CC2=CNC=N2)C(=O)N[C@@H](CCCCNC(=O)OC(C)(C)C)C(=O)OC)CCC1 (H-Arg-Arg-Pro-Phe-His-Sta-Sar-His-Lys(Boc)-OMe). RXN SMILES: [NH:1](C(OCC1C=CC=CC=1)=O)[C@H:2]([C:10]([NH:12][C@H:13]([C:21]([N:23]1[CH2:94][CH2:93][CH2:92][C@H:24]1[C:25]([NH:27][C@H:28]([C:36]([NH:38][C@H:39]([C:46]([NH:48][C@H:49]([C@H:54]([CH2:56][C:57]([N:59]([CH2:61][C:62]([NH:64][C@H:65]([C:72]([NH:74][C@H:75]([C:88]([O:90][CH3:91])=[O:89])[CH2:76][CH2:77][CH2:78][CH2:79][NH:80][C:81]([O:83][C:84]([CH3:87])([CH3:86])[CH3:85])=[O:82])=[O:73])[CH2:66][C:67]1[N:71]=[CH:70][NH:69][CH:68]=1)=[O:63])[CH3:60])=[O:58])[OH:55])[CH2:50][CH:51]([CH3:53])[CH3:52])=[O:47])[CH2:40][C:41]1[N:45]=[CH:44][NH:43][CH:42]=1)=[O:37])[CH2:29][C:30]1[CH:35]=[CH:34][CH:33]=[CH:32][CH:31]=1)=[O:26])=[O:22])[CH2:14][CH2:15][CH2:16][NH:17][C:18](=[NH:20])[NH2:19])=[O:11])[CH2:3][CH2:4][CH2:5][NH:6][C:7](=[NH:9])[NH2:8].[H][H]>CO>[NH2:1][C@H:2]([C:10]([NH:12][C@H:13]([C:21]([N:23]1[CH2:94][CH2:93][CH2:92][C@H:24]1[C:25]([NH:27][C@H:28]([C:36]([NH:38][C@H:39]([C:46]([NH:48][C@H:49]([C@H:54]([CH2:56][C:57]([N:59]([CH2:61][C:62]([NH:64][C@H:65]([C:72]([NH:74][C@H:75]([C:88]([O:90][CH3:91])=[O:89])[CH2:76][CH2:77][CH2:78][CH2:79][NH:80][C:81]([O:83][C:84]([CH3:86])([CH3:87])[CH3:85])=[O:82])=[O:73])[CH2:66][C:67]1[N:71]=[CH:70][NH:69][CH:68]=1)=[O:63])[CH3:60])=[O:58])[OH:55])[CH2:50][CH:51]([CH3:52])[CH3:53])=[O:47])[CH2:40][C:41]1[N:45]=[CH:44][NH:43][CH:42]=1)=[O:37])[CH2:29][C:30]1[CH:31]=[CH:32][CH:33]=[CH:34][CH:35]=1)=[O:26])=[O:22])[CH2:14][CH2:15][CH2:16][NH:17][C:18](=[NH:19])[NH2:20])=[O:11])[CH2:3][CH2:4][CH2:5][NH:6][C:7](=[NH:8])[NH2:9]. Procedure details: 100 mg of Z-Arg-Arg-Pro-Phe-His-Sta-Sar-His-Lys(Boc)-OMe (see Example 16) are dissolved in 2 ml of 95% strength MeOH and, after the addition of 10 mg of Pd-on-carbon (10% Pd), hydrogenated by passing hydrogen through until the starting material has disappeared completely (monitoring by thin layer ohromatography). The catalyst is filtered off, the filtrate is concentrated to dryness and the residue is dissolved in 2 ml of H2O and lyophilised, yielding H-Arg-Arg-Pro-Phe-His-Sta-Sar-His-Lys(Boc)-OM... Reactants: C(C)(=O)OCC (ethyl acetate), O=P(Cl)(Cl)Cl (POCl3), CC1(CC(CC(C1)(C)C)(O)C#CC1=NC=CC=C1)C (3,3,5,5-Tetramethyl-1-(2-pyridinylethynyl)cyclohexanol). Solvent: N1=CC=CC=C1 (pyridine). The product is CC1(C=C(CC(C1)(C)C)C#CC1=NC=CC=C1)C (2-[(3,3,5,5-tetramethyl-1-cyclohexen-1-yl)-ethynyl]pyridine). Isolated yield 79.3%. RXN SMILES: [CH3:1][C:2]1([CH3:19])[CH2:7][C:6]([CH3:9])([CH3:8])[CH2:5][C:4]([C:11]#[C:12][C:13]2[CH:18]=[CH:17][CH:16]=[CH:15][N:14]=2)(O)[CH2:3]1.O=P(Cl)(Cl)Cl.C(OCC)(=O)C>N1C=CC=CC=1>[CH3:1][C:2]1([CH3:19])[CH2:7][C:6]([CH3:8])([CH3:9])[CH2:5][C:4]([C:11]#[C:12][C:13]2[CH:18]=[CH:17][CH:16]=[CH:15][N:14]=2)=[CH:3]1. Procedure: 3,3,5,5-Tetramethyl-1-(2-pyridinylethynyl)cyclohexanol (200 mg, 0.78 mmol) was dissolved in pyridine. POCl3 (153 mg, 1.0 mmol) was added, and the mixture was heated to reflux for 6 h. After cooling, the POCl3 and pyridine were removed in vacuo. The residue was purified by flash column chromatography on silica gel eluting with 2:1 hexane:ethyl acetate to afford 2-[(3,3,5,5-tetramethyl-1-cyclohexen-1-yl)-ethynyl]pyridine (148 mg, 80% yield) as a light tan solid. M.p. 55-56° C. 1H NMR (CDCl3, 300 M... Reactants: ON1C(C=2C(C1=O)=CC=CC2)=O (N-hydroxyphthalimide), C(C1=CC=CC=C1)(=O)Cl (benzoyl chloride), N1=CC=CC=C1 (pyridine), O1CCOCC1 (1,4-dioxane). Run in O (water). The product is C(C1=CC=CC=C1)(=O)ON1C(C=2C(C1=O)=CC=CC2)=O (N-benzoyloxyphthalimide). RXN SMILES: [OH:1][N:2]1[C:6](=[O:7])[C:5]2=[CH:8][CH:9]=[CH:10][CH:11]=[C:4]2[C:3]1=[O:12].N1C=CC=CC=1.O1CCOCC1.[C:25](Cl)(=[O:32])[C:26]1[CH:31]=[CH:30][CH:29]=[CH:28][CH:27]=1>O>[C:25]([O:1][N:2]1[C:3](=[O:12])[C:4]2=[CH:11][CH:10]=[CH:9][CH:8]=[C:5]2[C:6]1=[O:7])(=[O:32])[C:26]1[CH:31]=[CH:30][CH:29]=[CH:28][CH:27]=1. Procedure details: In a 3-L flask equipped with a stirrer and thermometer, 100 g (613 mmol) of N-hydroxyphthalimide, 53.3 g (674 mmol) of pyridine and 1100 g of 1,4-dioxane were placed and were stirred at room temperature. To the resulting mixture, 94.8 g (674 mmol) of benzoyl chloride was added dropwise over 1 hour, and the resulting mixture was stirred at room temperature for further 2 hours. Subsequently, 1100 g of pure water was added dropwise over 30 minutes to dissolve by-produced salts and thereby yielded a... The reactants are O=C([O-])[O-], CC1CNCCCN1, CC#N, CC(C)NC(=O)CNC(=O)c1cc(F)ccc1[N+](=O)[O-], [K+], [K+]. Yields the product CC(C)NC(=O)CNC(=O)c1cc(N2CCCNC(C)C2)ccc1[N+](=O)[O-]. Reaction SMILES: [C:29](=[O:30])([O-:31])[O-:32].[CH3:21][CH:22]1[NH:23][CH2:24][CH2:25][CH2:26][NH:27][CH2:28]1.[CH3:35][C:36]#[N:37].[F:1][c:2]1[cH:3][cH:4][c:5]([N+:18](=[O:19])[O-:20])[c:6]([C:7](=[O:8])[NH:9][CH2:10][C:11]([NH:12][CH:13]([CH3:14])[CH3:15])=[O:16])[cH:17]1.[K+:33].[K+:34]>>[c:2]1([N:27]2[CH2:26][CH2:25][CH2:24][NH:23][CH:22]([CH3:21])[CH2:28]2)[cH:3][cH:4][c:5]([N+:18](=[O:19])[O-:20])[c:6]([C:7](=[O:8])[NH:9][CH2:10][C:11]([NH:12][CH:13]([CH3:14])[CH3:15])=[O:16])[cH:17]1. The reactants are [BH4-], CC(C)(C)OC(=O)N1CCN(c2cccc(C(F)(F)F)c2C=O)CC1, C1CCNC1, CO, [Na+]. The product is CC(C)(C)OC(=O)N1CCN(c2cccc(C(F)(F)F)c2CN2CCCC2)CC1. As a reaction SMILES: [BH4-:31].[C:1](=[O:2])([O:3][C:4]([CH3:5])([CH3:6])[CH3:7])[N:8]1[CH2:9][CH2:10][N:11]([c:14]2[c:15]([CH:24]=[O:25])[c:16]([C:20]([F:21])([F:22])[F:23])[cH:17][cH:18][cH:19]2)[CH2:12][CH2:13]1.[CH2:26]1[CH2:27][CH2:28][NH:29][CH2:30]1.[CH3:33][OH:34].[Na+:32]>>[C:1](=[O:2])([O:3][C:4]([CH3:5])([CH3:6])[CH3:7])[N:8]1[CH2:9][CH2:10][N:11]([c:14]2[c:15]([CH2:24][N:29]3[CH2:28][CH2:27][CH2:26][CH2:30]3)[c:16]([C:20]([F:21])([F:22])[F:23])[cH:17][cH:18][cH:19]2)[CH2:12][CH2:13]1. Reactants: ClCCl, [NH4+], [OH-], O=C(OO)c1cccc(Cl)c1, Cc1ccc(S(=O)(=O)Cl)cc1, CC(C)(C)OC(=O)N1CCn2c1nc1cnc3cccnc3c12. Yields the product CC(C)(C)OC(=O)N1CCn2c1nc1c(N)nc3cccnc3c12. Reaction SMILES: [Cl:48][CH2:49][Cl:50].[NH4+:35].[OH-:36].[OH:24][O:25][C:26]([c:27]1[cH:28][c:29]([Cl:30])[cH:31][cH:32][cH:33]1)=[O:34].[c:37]1([CH3:38])[cH:39][cH:40][c:41]([S:42]([Cl:43])(=[O:44])=[O:45])[cH:46][cH:47]1.[n:1]1[c:2]2[c:3]3[c:4]([cH:5][n:6][c:7]2[cH:8][cH:9][cH:10]1)[n:11][c:12]1[n:13]3[CH2:14][CH2:15][N:16]1[C:17](=[O:18])[O:19][C:20]([CH3:21])([CH3:22])[CH3:23]>>[n:1]1[c:2]2[c:3]3[c:4]([c:5]([NH2:35])[n:6][c:7]2[cH:8][cH:9][cH:10]1)[n:11][c:12]1[n:13]3[CH2:14][CH2:15][N:16]1[C:17](=[O:18])[O:19][C:20]([CH3:21])([CH3:22])[CH3:23]. The reactants are [H-].[Na+] (Sodium hydride), BrCC(=O)C1=C(C=CC=C1)C (2-bromo-2′-methylacetophenone), O=C1C(CN(C2=C(N1)C=CC=C2)C(C(C)(C)C)=O)NC(=O)OC(C)(C)C (2-Oxo-3-tert-butoxycarbonylamino-5-pivaloyl-1,3,4,5-tetrahydro-2H-1,5-benzodiazepine), resultant mixture. The solvent is O1CCCC1 (tetrahydrofuran). Conditions: time 1 hour. The product is C=1(C(=CC=CC1)C(=O)CN1C(C(CN(C2=C1C=CC=C2)C(C(C)(C)C)=O)NC(=O)OC(C)(C)C)=O)C (1-(2-toluoylmethyl)-2-oxo-3-tert-butoxycarbonylamino-5-pivaloyl-1,3,4,5-tetrahydro-2H-1,5-benzodiazepine). Isolated yield 79.0%. RXN SMILES: [H-].[Na+].[O:3]=[C:4]1[NH:10][C:9]2[CH:11]=[CH:12][CH:13]=[CH:14][C:8]=2[N:7]([C:15](=[O:20])[C:16]([CH3:19])([CH3:18])[CH3:17])[CH2:6][CH:5]1[NH:21][C:22]([O:24][C:25]([CH3:28])([CH3:27])[CH3:26])=[O:23].Br[CH2:30][C:31]([C:33]1[CH:38]=[CH:37][CH:36]=[CH:35][C:34]=1[CH3:39])=[O:32]>O1CCCC1>[C:34]1([CH3:39])[C:33]([C:31]([CH2:30][N:10]2[C:9]3[CH:11]=[CH:12][CH:13]=[CH:14][C:8]=3[N:7]([C:15](=[O:20])[C:16]([CH3:19])([CH3:18])[CH3:17])[CH2:6][CH:5]([NH:21][C:22]([O:24][C:25]([CH3:28])([CH3:27])[CH3:26])=[O:23])[C:4]2=[O:3])=[O:32])=[CH:38][CH:37]=[CH:36][CH:35]=1 |f:0.1|. Procedure details: 60% Sodium hydride (1.6 g) was suspended in tetrahydrofuran (100 ml), 2-Oxo-3-tert-butoxycarbonylamino-5-pivaloyl-1,3,4,5-tetrahydro-2H-1,5-benzodiazepine (7.23 g) was added thereto under ice-cooling, and the resultant mixture was stirred for one hour. Subsequently, 2-bromo-2′-methylacetophenone (4.88 g) was added thereto, and the mixture was stirred at room temperature for one hour. The reaction mixture was concentrated under reduced pressure. Ice-water was added to the residue. The resultant m... Reactants: CC1S[C@H]2N(C(=C1)C(=O)O)C(C2NC(C(C=2N=C(SC2)NC=O)=NOCC#C)=O)=O (2-methyl-7-[2-(2-propynyloxyimino)-2-(2-formylaminothiazol-4-yl)acetamido]-3-cephem-4-carboxylic acid), Cl (hydrochloric acid). Run in CO (methanol). Run at time 2 hour. Product: CC1S[C@H]2N(C(=C1)C(=O)O)C(C2NC(C(C=2N=C(SC2)N)=NOCC#C)=O)=O (2-methyl-7-[2-(2-propynyloxyimino)-2-(2-aminothiazol-4-yl)acetamido]-3-cephem-4-carboxylic acid). Isolated yield 30.5%. RXN SMILES: [CH3:1][CH:2]1[CH:7]=[C:6]([C:8]([OH:10])=[O:9])[N:5]2[C:11](=[O:30])[CH:12]([NH:13][C:14](=[O:29])[C:15](=[N:24][O:25][CH2:26][C:27]#[CH:28])[C:16]3[N:17]=[C:18]([NH:21]C=O)[S:19][CH:20]=3)[C@H:4]2[S:3]1.Cl>CO>[CH3:1][CH:2]1[CH:7]=[C:6]([C:8]([OH:10])=[O:9])[N:5]2[C:11](=[O:30])[CH:12]([NH:13][C:14](=[O:29])[C:15](=[N:24][O:25][CH2:26][C:27]#[CH:28])[C:16]3[N:17]=[C:18]([NH2:21])[S:19][CH:20]=3)[C@H:4]2[S:3]1. Procedure details: To a suspension of 2-methyl-7-[2-(2-propynyloxyimino)-2-(2-formylaminothiazol-4-yl)acetamido]-3-cephem-4-carboxylic acid (syn isomer) (2.1 g) in methanol (42 ml) was added concentrated hydrochloric acid (0.97 ml), and the mixture was stirred for 2 hours at ambient temperature. The methanol was distilled off from the reaction mixture, and the residue was dissolved in water (50 ml) and then filtered. The filtrate was adjusted to pH 3 with a saturated aqueous solution of sodium bicarbonate, and the... Reactants: [Br-], O=C([O-])[O-], CO, [K+], [K+], COc1c(OCCN2C(=O)CNC2=O)ccc(C=O)c1[N+](=O)[O-], O, c1ccc([P+](Cc2n[nH]c3ccccc23)(c2ccccc2)c2ccccc2)cc1. Product: COc1c(OCCN2C(=O)CNC2=O)ccc(C=Cc2n[nH]c3ccccc23)c1[N+](=O)[O-]. As a reaction SMILES: [Br-:1].[C:54](=[O:55])([O-:56])[O-:57].[CH3:61][OH:62].[K+:58].[K+:59].[O:31]=[C:32]1[N:33]([CH2:38][CH2:39][O:40][c:41]2[c:42]([O:52][CH3:53])[c:43]([N+:49](=[O:50])[O-:51])[c:44]([CH:45]=[O:46])[cH:47][cH:48]2)[C:34](=[O:37])[CH2:35][NH:36]1.[OH2:60].[nH:2]1[n:3][c:4]([CH2:11][P+:12]([c:13]2[cH:14][cH:15][cH:16][cH:17][cH:18]2)([c:19]2[cH:20][cH:21][cH:22][cH:23][cH:24]2)[c:25]2[cH:26][cH:27][cH:28][cH:29][cH:30]2)[c:5]2[cH:6][cH:7][cH:8][cH:9][c:10]12>>[nH:2]1[n:3][c:4]([CH:11]=[CH:45][c:44]2[c:43]([N+:49](=[O:50])[O-:51])[c:42]([O:52][CH3:53])[c:41]([O:40][CH2:39][CH2:38][N:33]3[C:32](=[O:31])[NH:36][CH2:35][C:34]3=[O:37])[cH:48][cH:47]2)[c:5]2[cH:6][cH:7][cH:8][cH:9][c:10]12. The reactants are C1(=CC=CC=C1)SC=1C=CC2=C(N=CO2)C1 (5-(phenylthio)benzo[d]oxazole), Cl (HCl), O (water). Solvent: C(Cl)Cl (DCM), CCO (EtOH). Conditions: time 2 hour. Product: Cl.NC1=C(C=CC(=C1)SC1=CC=CC=C1)O (2-amino-4-(phenylthio)phenol hydrochloride). As a reaction SMILES: [C:1]1([S:7][C:8]2[CH:9]=[CH:10][C:11]3[O:15]C=[N:13][C:12]=3[CH:16]=2)[CH:6]=[CH:5][CH:4]=[CH:3][CH:2]=1.[ClH:17].O>CCO.C(Cl)Cl>[ClH:17].[NH2:13][C:12]1[CH:16]=[C:8]([S:7][C:1]2[CH:6]=[CH:5][CH:4]=[CH:3][CH:2]=2)[CH:9]=[CH:10][C:11]=1[OH:15] |f:5.6|. Procedure: A solution of 5-(phenylthio)benzo[d]oxazole (1.04 g, 4.6 mmol) and conc. HCl (0.97 mL, 11 mmol) under nitrogen in 4.6 mL EtOH in a 50 mL rbf fitted with a water-cooled reflux condensor was placed in a 100° C. bath. After 2 h, the mixture was cooled, concentrated in vacuo and dried to give a yellow solid. The material was sonicated in 10 mL DCM, filtered, rinsing with DCM, and dried to give 2-amino-4-(phenylthio)phenol hydrochloride as an off-white solid. 1H NMR (400 MHz, DMSO-d6) δ ppm 10.72 (s,...